From a dataset of the Open Reaction Database (ORD), a public repository of structured organic reaction records. describe an organic reaction: reactants, conditions, products, and yield Reactants: C(C1=CC=CC=C1)(=O)NC1=C(C(=O)OC(C)(C)C)C=CC(=C1)B1OC(C(O1)(C)C)(C)C (tert-butyl 2-(benzamido)-4-(4,4,5,5-tetramethyl-1,3,2-dioxaborolan-2-yl)benzoate), C(O)([O-])=O.[Na+] (sodium hydrogen carbonate), BrC1=CC(=C(C=C1)O)Cl (4-bromo-2-chlorophenol), C(O)([O-])=O.[Na+] (sodium hydrogen carbonate), C(C)O (ethanol). The reagents and catalysts are [Pd].C1(=CC=CC=C1)P(C1=CC=CC=C1)C1=CC=CC=C1.C1(=CC=CC=C1)P(C1=CC=CC=C1)C1=CC=CC=C1.C1(=CC=CC=C1)P(C1=CC=CC=C1)C1=CC=CC=C1.C1(=CC=CC=C1)P(C1=CC=CC=C1)C1=CC=CC=C1 (tetrakis(triphenylphosphine) palladium(0)). Solvent: C1(=CC=CC=C1)C (Toluene), C1(=CC=CC=C1)C (toluene), O (water). Product: C(C1=CC=CC=C1)(=O)NC1=C(C(=O)OC(C)(C)C)C=CC(=C1)C1=CC(=C(C=C1)O)Cl (tert-butyl 2-(benzamido)-4-(3-chloro-4-hydroxyphenyl)benzoate). Reaction SMILES: Br[C:2]1[CH:7]=[CH:6][C:5]([OH:8])=[C:4]([Cl:9])[CH:3]=1.C(=O)([O-])O.[Na+].C(O)C.[C:18]([NH:26][C:27]1[CH:39]=[C:38](B2OC(C)(C)C(C)(C)O2)[CH:37]=[CH:36][C:28]=1[C:29]([O:31][C:32]([CH3:35])([CH3:34])[CH3:33])=[O:30])(=[O:25])[C:19]1[CH:24]=[CH:23][CH:22]=[CH:21][CH:20]=1>[Pd].C1(P(C2C=CC=CC=2)C2C=CC=CC=2)C=CC=CC=1.C1(P(C2C=CC=CC=2)C2C=CC=CC=2)C=CC=CC=1.C1(P(C2C=CC=CC=2)C2C=CC=CC=2)C=CC=CC=1.C1(P(C2C=CC=CC=2)C2C=CC=CC=2)C=CC=CC=1.C1(C)C=CC=CC=1.O>[C:18]([NH:26][C:27]1[CH:39]=[C:38]([C:2]2[CH:7]=[CH:6][C:5]([OH:8])=[C:4]([Cl:9])[CH:3]=2)[CH:37]=[CH:36][C:28]=1[C:29]([O:31][C:32]([CH3:34])([CH3:35])[CH3:33])=[O:30])(=[O:25])[C:19]1[CH:20]=[CH:21][CH:22]=[CH:23][CH:24]=1 |f:1.2,5.6.7.8.9|. Procedure: 0.15 g of 4-bromo-2-chlorophenol, 0.18 g of sodium hydrogen carbonate, 0.6 mL of ethanol, 0.3 mL of water and 42 mg of tetrakis(triphenylphosphine) palladium(0) were added to 2.1 mL of toluene solution containing 0.37 g of tert-butyl 2-(benzamido)-4-(4,4,5,5-tetramethyl-1,3,2-dioxaborolan-2-yl)benzoate at room temperature, and the resulting mixture was heated to reflux for 4 hours. Toluene and a saturated sodium hydrogen carbonate aqueous solution were added after the reaction mixture was cooled... Starting materials: C(C)(C)(C)OC(NCCC=1N=NN(N1)CCF)=O ({2-[2-(2-Fluoro-ethyl)-2H-tetrazol-5-yl]-ethyl}-carbamic acid tert-butyl ester), Cl (HCl). Solvent: ClCCl (dichloromethane), O1CCOCC1 (dioxane). Conditions: time 1 hour. The product is Cl.FCCN1N=C(N=N1)CCN (2-[2-(2-Fluoro-ethyl)-2H-tetrazol-5-yl]-ethylamine hydrochloride). RXN SMILES: C(OC(=O)[NH:7][CH2:8][CH2:9][C:10]1[N:11]=[N:12][N:13]([CH2:15][CH2:16][F:17])[N:14]=1)(C)(C)C.[ClH:19]>ClCCl.O1CCOCC1>[ClH:19].[F:17][CH2:16][CH2:15][N:13]1[N:12]=[N:11][C:10]([CH2:9][CH2:8][NH2:7])=[N:14]1 |f:4.5|. Reported procedure: A solution of {2-[2-(2-Fluoro-ethyl)-2H-tetrazol-5-yl]-ethyl}-carbamic acid tert-butyl ester (1.0 g, 3.9 mmol) in dichloromethane (30 ml) was treated with a solution of 4M HCl in dioxane (31 ml) and the reaction mixture stirred for 1 hour. The solvent was evaporated to yield the titled product as a white solid.